This data is from the Open Reaction Database (ORD), a public repository of structured organic reaction records. The task is: describe an organic reaction: reactants, conditions, products, and yield Starting materials: ClCCCCC1CN(C(O1)=O)C (5-(4-chlorobutyl)-3-methyl-2-oxazolidinone), Cl.Cl.N1=C(N=CC=C1)N1CCNCC1 (1-(2-pyrimidinyl)piperazine dihydrochloride), C([O-])([O-])=O.[K+].[K+] (potassium carbonate), [I-].[K+] (potassium iodide). The solvent is C(CCC)O (1-butanol). The product is CN1C(OC(C1)CCCCN1CCN(CC1)C1=NC=CC=N1)=O (3-Methyl-5-[4-[4-(2-pyrimidinyl)-1-piperazinyl]butyl]-2-oxazolidinone). The yield is 35.8%. As a reaction SMILES: Cl[CH2:2][CH2:3][CH2:4][CH2:5][CH:6]1[O:10][C:9](=[O:11])[N:8]([CH3:12])[CH2:7]1.Cl.Cl.[N:15]1[CH:20]=[CH:19][CH:18]=[N:17][C:16]=1[N:21]1[CH2:26][CH2:25][NH:24][CH2:23][CH2:22]1.C(=O)([O-])[O-].[K+].[K+].[I-].[K+]>C(O)CCC>[CH3:12][N:8]1[CH2:7][CH:6]([CH2:5][CH2:4][CH2:3][CH2:2][N:24]2[CH2:25][CH2:26][N:21]([C:16]3[N:15]=[CH:20][CH:19]=[CH:18][N:17]=3)[CH2:22][CH2:23]2)[O:10][C:9]1=[O:11] |f:1.2.3,4.5.6,7.8|. Procedure details: Following the procedure of Example 1, mixture of 5-(4-chlorobutyl)-3-methyl-2-oxazolidinone (5.0 g, 0.0262 mol), 1-(2-pyrimidinyl)piperazine dihydrochloride (6.62 g, 0.0279 mol), potassium carbonate (19.3 g, 0.140 mol) and potassium iodide (0.75 g) in 1-butanol (75 ml) gave an oil (3.0 g) which crystallized upon standing. Recrystallization from ethyl acetate/light pet ether followed by drying under high vacuum gave 1.33 g (16% yield), mp 74°-76° C. Starting materials: C(C)OC(CN(CCCC(=O)[O-])CC1=CC=CC=C1)=O (4-[(2-ethoxy-2-oxoethyl)(phenylmethyl)amino]butanoate), [H-].[Na+] (sodium hydride), C1(=CC=CC=C1)C (toluene). Product: O=C1CN(CCC1C(=O)OCC)CC1=CC=CC=C1 (ethyl 3-oxo-1-phenylmethyl-4-piperidinecarboxylate). As a reaction SMILES: C(O[C:4](=[O:20])[CH2:5][N:6]([CH2:13][C:14]1[CH:19]=[CH:18][CH:17]=[CH:16][CH:15]=1)[CH2:7][CH2:8][CH2:9][C:10]([O-:12])=[O:11])C.[H-].[Na+].[C:23]1(C)C=CC=C[CH:24]=1>>[O:20]=[C:4]1[CH:9]([C:10]([O:12][CH2:23][CH3:24])=[O:11])[CH2:8][CH2:7][N:6]([CH2:13][C:14]2[CH:15]=[CH:16][CH:17]=[CH:18][CH:19]=2)[CH2:5]1 |f:1.2|. Reported procedure: The anion of ethyl 3-oxo-1-phenylmethyl-4-piperidinecarboxylate is prepared according to Example 1(a) above, from 30.7 g (0.1 mole) of 4-[(2-ethoxy-2-oxoethyl)(phenylmethyl)amino]butanoate in 700 ml of toluene and 5 g (0.1 mole) of 50% strength sodium hydride. Reactants: [N+](=O)(O)[O-] (nitric acid), FC(C(=O)O)(F)F (trifluoroacetic acid), ClC(=C(Cl)F)F (1,2-dichlorodifluoroethylene), ClC(C(=O)O)([N+](=O)[O-])F (Chlorofluoronitroacetic Acid), OS(=O)(=O)O.O=S(=O)=O.FC(C(=O)O)(F)F (Oleum Trifluoroacetic Acid). Run in OS(=O)(=O)O.O=S(=O)=O (oleum). Reaction conditions: time 60 minute. Product: FC(C(=O)OC(C([N+](=O)[O-])(F)Cl)(F)Cl)(F)F (1,2-dichloro-1,2-difluoro-1-nitroethyl trifluoroacetate). The yield is 14.5%. RXN SMILES: ClC(F)([N+]([O-])=O)C(O)=O.OS(O)(=O)=O.O=S(=O)=O.[F:19][C:20]([F:25])([F:24])[C:21]([OH:23])=[O:22].[N+:26]([O-:29])(O)=[O:27].FC(F)(F)C(O)=O.[Cl:37][C:38]([F:42])=[C:39]([F:41])[Cl:40]>OS(O)(=O)=O.O=S(=O)=O>[F:19][C:20]([F:25])([F:24])[C:21]([O:23][C:38]([Cl:37])([F:42])[C:39]([Cl:40])([F:41])[N+:26]([O-:29])=[O:27])=[O:22] |f:1.2.3,7.8|. Reported procedure: Chlorofluoronitroacetic Acid, Oleum-Trifluoroacetic Acid Procedure. A solution of 100% nitric acid (5 mL) and trifluoroacetic acid (4.2 mL, 54 mmol) in 30% oleum (6 mL) was added over 25 min to 1,2-dichlorodifluoroethylene (7.5 g, 56 mmol) at 10°-15° C. The mixture was stirred for 60 min at 10°-14° C. The organic layer was separated, and fractionally distilled to give 2.1 g (14.5%) of 1,2-dichloro-1,2-difluoro-1-nitroethyl trifluoroacetate, as a 50:50 mixture of diasterimers, bp 48°-50° C. (0.5 ... The reactants are COC=1C=C(C=C(C1)OC)N (3,5-dimethoxybenzenamine), [N+](=O)([O-])C1=CC=C(C(=O)Cl)C=C1 (4-nitrobenzoyl chloride), 2h. The solvent is O (water), N1=CC=CC=C1 (pyridine). Product: COC=1C=C(C=C(C1)OC)NC(C1=CC=C(C=C1)[N+](=O)[O-])=O (N-(3,5-dimethoxyphenyl)-4-nitrobenzamide). RXN SMILES: [CH3:1][O:2][C:3]1[CH:4]=[C:5]([NH2:11])[CH:6]=[C:7]([O:9][CH3:10])[CH:8]=1.[N+:12]([C:15]1[CH:23]=[CH:22][C:18]([C:19](Cl)=[O:20])=[CH:17][CH:16]=1)([O-:14])=[O:13]>N1C=CC=CC=1.O>[CH3:10][O:9][C:7]1[CH:6]=[C:5]([NH:11][C:19](=[O:20])[C:18]2[CH:17]=[CH:16][C:15]([N+:12]([O-:14])=[O:13])=[CH:23][CH:22]=2)[CH:4]=[C:3]([O:2][CH3:1])[CH:8]=1. Reported procedure: To a stirred solution of 3,5-dimethoxybenzenamine (16c, 4g, 26.1 mmol) in pyridine as solvent and base to this 4-nitrobenzoyl chloride (17, 5.3 g, 28.7 mmol) is added slowly and reflux for 2h, after completion of the reaction, reaction mixture is poured in water, filtered, washed with dil HCl and dried to afford compound N-(3,5-dimethoxyphenyl)-4-nitrobenzamide (18c). To a stirred solution of amide (18c, 5g, 16.5 mmol) taken in toluene to this lawessons reagent (4.6 g, 11.5 mmol) is added and re...